From a dataset of the Open Reaction Database (ORD), a public repository of structured organic reaction records. describe an organic reaction: reactants, conditions, products, and yield The reactants are CC(CS)C (2-methyl-1-propanethiol), [OH-].[K+] (KOH), BrC(C(=O)NC1=NOC(=C1)C(C)(C)C)(C)C (2-bromo-N-(5-tert-butyl-isoxazol-3-yl)-2-methyl-propionamide). The solvent is C(C)O (ethanol). The product is C(C)(C)(C)C1=CC(=NO1)NC(C(C)(C)SCC(C)C)=O (N-(5-tert-butyl-isoxazol-3-yl)-2-isobutylsulfanyl-2-methyl-propionamide). The yield is 82.5%. RXN SMILES: [CH3:1][CH:2]([CH3:5])[CH2:3][SH:4].[OH-].[K+].Br[C:9]([CH3:23])([CH3:22])[C:10]([NH:12][C:13]1[CH:17]=[C:16]([C:18]([CH3:21])([CH3:20])[CH3:19])[O:15][N:14]=1)=[O:11]>C(O)C>[C:18]([C:16]1[O:15][N:14]=[C:13]([NH:12][C:10](=[O:11])[C:9]([S:4][CH2:3][CH:2]([CH3:5])[CH3:1])([CH3:22])[CH3:23])[CH:17]=1)([CH3:21])([CH3:20])[CH3:19] |f:1.2|. Procedure: To a stirred solution of 82 μL (1.31 mmol) of 2-methyl-1-propanethiol in ethanol (2 mL) were added 37 mg (0.65 mmol) of KOH pellets, followed by 190 mg (0.65 mmol) 2-bromo-N-(5-tert-butyl-isoxazol-3-yl)-2-methyl-propionamide (prepared as described in step 2, method B). The reaction mixture was heated to reflux for 18 h. The reaction was cooled to room temperature. The solid (KBr) was separated by filtration and rinsed with ethanol (15 mL). The filtrate was concentrated under reduced pressure to ... Reactants: CC(CO)(CC1=CC=C(C=C1)C)C=1C=NC=CC1 (2-methyl-3-(4-methylphenyl)-2-pyridin-3-ylpropan-1-ol), C[N+]1(CCOCC1)[O-] (N-methyl morpholine-N-oxide), C[N+]1(CCOCC1)[O-] (N-methyl morpholine-N-oxide). The reagents and catalysts are [Ru](=O)(=O)(=O)[O-].C(CC)[N+](CCC)(CCC)CCC (Tetrapropylammoniumperruthenate), [Ru](=O)(=O)(=O)[O-].C(CC)[N+](CCC)(CCC)CCC (tetrapropylammoniumperruthenate). Conditions: time 15 minute. The product is CC(C=O)(CC1=CC=C(C=C1)C)C=1C=NC=CC1 (2-methyl-3-(4-methylphenyl)-2-pyridin-3-ylpropanal). Reaction SMILES: [CH3:1][C:2]([C:13]1[CH:14]=[N:15][CH:16]=[CH:17][CH:18]=1)([CH2:5][C:6]1[CH:11]=[CH:10][C:9]([CH3:12])=[CH:8][CH:7]=1)[CH2:3][OH:4].C[N+]1([O-])CCOCC1>[Ru]([O-])(=O)(=O)=O.C([N+](CCC)(CCC)CCC)CC>[CH3:1][C:2]([C:13]1[CH:14]=[N:15][CH:16]=[CH:17][CH:18]=1)([CH2:5][C:6]1[CH:11]=[CH:10][C:9]([CH3:12])=[CH:8][CH:7]=1)[CH:3]=[O:4] |f:2.3|. Procedure: A mixture of the product of STEP 3 (4.1 g, 16 mmol), N-methyl morpholine-N-oxide (2.9 g, 25 mmol), dry molecular sieves (8 g) and methylene chloride (35 ml) was stirred at room temperature for 15 min. Tetrapropylammoniumperruthenate (281 mg, 0.8 mmol) was added. The reaction was monitored by TLC, an additional N-methyl morpholine-N-oxide (0.73 g, 6.3 mmol), dry molecular sieves (2 g), and tetrapropylammoniumperruthenate (70.3 mg, 0.2 mmol) were added. After 2.5 h, the reaction mixture was filter... Yield: 196.0%. Procedure: Indole-7 carboxyldehyde (K-44). Methyl 7-indolecarboxylate was prepared according to literature procedure {Batcho B. and Leimgruber, K., Org. Syn. Vol IIV, page 34-40). To a solution of methyl 7-indolecarboxylate (13 g, 74.2 mmol) in anhydrous THF (250 mL) was added LiAlH4 (10.9 g, 0.288 mol) in portions, and reaction mixture was heated to reflux for 2 h. After cooling to room temperature, the excess hydride was quenched by addition of water (12mL), 15% NaOH (12 mL) and water (26 mL). The solids... Reaction SMILES: [NH:1]1[C:9]2[C:4](=[CH:5][CH:6]=[CH:7][C:8]=2[C:10]([O:12][CH3:13])=[O:11])[CH:3]=[CH:2]1.[H-].[H-].[H-].[H-].[Li+].[Al+3]>C1COCC1>[NH:1]1[C:9]2[C:4](=[CH:5][CH:6]=[CH:7][C:8]=2[C:10]([O:12][CH3:13])=[O:11])[CH:3]=[CH:2]1.[NH:1]1[C:9]2[C:4](=[CH:5][CH:6]=[CH:7][C:8]=2[CH2:10][OH:11])[CH:3]=[CH:2]1 |f:1.2.3.4.5.6|. Product: N1C=CC2=CC=CC(=C12)C(=O)OC (Methyl 7-indolecarboxylate), N1C=CC2=CC=CC(=C12)CO ((1H-indol-7-yl)-methanol). Starting materials: N1C=CC2=CC=CC(=C12)C(=O)OC (methyl 7-indolecarboxylate), [H-].[H-].[H-].[H-].[Li+].[Al+3] (LiAlH4), Indole-7. Solvent: C1CCOC1 (THF).